Dataset: the Open Reaction Database (ORD), a public repository of structured organic reaction records. Task: describe an organic reaction: reactants, conditions, products, and yield The reactants are [OH-].[Na+] (sodium hydroxide), C(=O)(OCC)C1=CC=C(OCCCCCCP(OCC)(OCC)=O)C=C1 (Diethyl [6-(4-carbethoxyphenoxy)hexyl]phosphonate). The solvent is C(C)O (ethanol), C(C)O (ethanol). Run at time 2 day. The product is C(=O)(O)C1=CC=C(OCCCCCCP(OCC)(OCC)=O)C=C1 (diethyl [6-(4-carboxyphenoxy)hexyl]phosphonate). Yield: 90.9%. Reaction SMILES: [OH-].[Na+].[C:3]([C:8]1[CH:28]=[CH:27][C:11]([O:12][CH2:13][CH2:14][CH2:15][CH2:16][CH2:17][CH2:18][P:19](=[O:26])([O:23][CH2:24][CH3:25])[O:20][CH2:21][CH3:22])=[CH:10][CH:9]=1)([O:5]CC)=[O:4]>C(O)C>[C:3]([C:8]1[CH:9]=[CH:10][C:11]([O:12][CH2:13][CH2:14][CH2:15][CH2:16][CH2:17][CH2:18][P:19](=[O:26])([O:23][CH2:24][CH3:25])[O:20][CH2:21][CH3:22])=[CH:27][CH:28]=1)([OH:5])=[O:4] |f:0.1|. Procedure: A solution (21 ml) of 1N sodium hydroxide in ethanol was added to a solution of 8.3 g of diethyl [6-(4-carbethoxyphenoxy)hexyl]phosphonate (Example 8) in 20 ml of ethanol. The reaction mixture was stirred at room temperature for two days. The solid fraction was collected, digested with 100 ml of ether, filtered and dried to give 7.0 g of diethyl [6-(4-carboxyphenoxy)hexyl]phosphonate in the form of its sodium salt, m.p. 215°-216° C. The reactants are ClC(Cl)(Cl)Cl, O=S(Cl)Cl, CC(C(=O)O)c1ccccc1. Yields the product [Cl-], CC(C(=O)O)c1ccccc1. RXN SMILES: [C:16]([Cl:17])([Cl:18])([Cl:19])[Cl:20].[S:12]([Cl:13])([Cl:14])=[O:15].[c:1]1([CH:7]([C:8](=[O:9])[OH:10])[CH3:11])[cH:2][cH:3][cH:4][cH:5][cH:6]1>>[Cl-:14].[c:1]1([CH:7]([C:8](=[O:9])[OH:10])[CH3:11])[cH:2][cH:3][cH:4][cH:5][cH:6]1. Starting materials: COC(=O)C1C(C(CC1)NCC1=C(C=CC(=C1)C1=NC=CC=C1)OC)C1=CC=C(C=C1)F ((1RS ,2RS ,3RS)-2-(4-Fluorophenyl)-3-((2-methoxy-5-(pyridin-2-yl)phenyl)methylamino)cyclopentanecarboxylic acid methyl ester), Cl (HCl). The solvent is CO.C(C)OCC (methanol ethyl ether). Yields the product Cl.Cl.COC(=O)C1C(C(CC1)NCC1=C(C=CC(=C1)C1=NC=CC=C1)OC)C1=CC=C(C=C1)F ((1RS,2RS,3RS)-2-(4-Fluorophenyl)-3-((2-methoxy-5-(pyridin-2-yl)phenyl)methylamino)cyclopentanecarboxylic acid methyl ester dihydrochloride). As a reaction SMILES: [CH3:1][O:2][C:3]([CH:5]1[CH2:9][CH2:8][CH:7]([NH:10][CH2:11][C:12]2[CH:17]=[C:16]([C:18]3[CH:23]=[CH:22][CH:21]=[CH:20][N:19]=3)[CH:15]=[CH:14][C:13]=2[O:24][CH3:25])[CH:6]1[C:26]1[CH:31]=[CH:30][C:29]([F:32])=[CH:28][CH:27]=1)=[O:4].[ClH:33]>CO.C(OCC)C>[ClH:33].[ClH:33].[CH3:1][O:2][C:3]([CH:5]1[CH2:9][CH2:8][CH:7]([NH:10][CH2:11][C:12]2[CH:17]=[C:16]([C:18]3[CH:23]=[CH:22][CH:21]=[CH:20][N:19]=3)[CH:15]=[CH:14][C:13]=2[O:24][CH3:25])[CH:6]1[C:26]1[CH:31]=[CH:30][C:29]([F:32])=[CH:28][CH:27]=1)=[O:4] |f:2.3,4.5.6|. Procedure: Exposure of the product from Step B above to 2.2 equivalents of HCl in methanol/ethyl ether followed by evaporation provided the title compound. NMR (400 MHz, CD3OD): δ 8.81 (d, 1H, J=5 Hz), 8.64 (td, 1H, J=8,1 Hz), 8.35 (d, 1H, J=8 Hz), 8.06 (dd, 1H, J=9,2 Hz), 8.02-7.96 (m, 2H), 7.45 (dd, 2H, J=9,5 Hz), 7.34 (d, 1H, J=9 Hz), 7.20 (t, 2H, J=9 Hz), 4.31 (d, 1H, J=13 Hz), 4.15 (d, 1H, J=13 Hz), 4.03-3.96 (m, 1H), 3.90 (dd, 1H, J=9,8 Hz), 3.85 (s, 3H), 3.64 (s, 3H), 3.46 (quartet, 1H, J=9 Hz), 2.5... Starting materials: S1C(=NC=C1)CSCCN (2-[(thiazol-2-yl)methylthio]ethylamine), C(#N)C=C(OC)OC (1-cyano-2,2-bis(methoxy)ethylene), C(#N)C=C(NCCSCC=1SC=CN1)OC (1-cyano-2-methoxy-2-{2-[(thiazol-2-yl)methylthio]ethylamino}ethylene), C(C#C)N (propargylamine). Yields the product C(#N)C=C(NCCSCC=1SC=CN1)NCC#C (1-Cyano-2-(2-propynylamino)-2-{2-[(thiazol-2-yl)methylthio]ethylamino}ethylene). RXN SMILES: S1C=CN=C1CSCCN.[C:11]([CH:13]=[C:14](OC)OC)#[N:12].[C:19]([CH:21]=[C:22](OC)[NH:23][CH2:24][CH2:25][S:26][CH2:27][C:28]1[S:29][CH:30]=[CH:31][N:32]=1)#[N:20].C(N)C#C>>[C:19]([CH:21]=[C:22]([NH:12][CH2:11][C:13]#[CH:14])[NH:23][CH2:24][CH2:25][S:26][CH2:27][C:28]1[S:29][CH:30]=[CH:31][N:32]=1)#[N:20]. Procedure details: When 2-[(thiazol-2-yl)methylthio]ethylamine is reacted with 1-cyano-2,2-bis(methoxy)ethylene [prepared according to the procedure described in J. Chem. Soc., (Suppl. Issue No. 1), S106-111 (1949)] and the resultant 1-cyano-2-methoxy-2-{2-[(thiazol-2-yl)methylthio]ethylamino}ethylene is reacted with propargylamine in the procedure of Example 1, the title compound is produced. Reactants: C(C)OC(NC1=NC=NC(=C1)C1=C(C=CC=C1)OC)=O ([6-(2-methoxy-phenyl)-pyrimidin-4-yl]-carbamic acid ethyl ester), C(C)(C)(C)OC(=O)N1CC(CCC1)N (3-amino-piperidine-1-carboxylic acid tert-butyl ester), C1(=CC=CC=C1)C (toluene). Run in O (water). Reaction conditions: time 10 minute. Product: C(C)(C)(C)OC(=O)N1CC(CCC1)NC(=O)NC1=NC=NC(=C1)C1=C(C=CC=C1)OC (3-{3-[6-(2-methoxy-phenyl)-pyrimidin-4-yl]-ureido}-piperidine-1-carboxylic acid tert-butyl ester). The yield is 85.1%. Reaction SMILES: C(O[C:4](=[O:20])[NH:5][C:6]1[CH:11]=[C:10]([C:12]2[CH:17]=[CH:16][CH:15]=[CH:14][C:13]=2[O:18][CH3:19])[N:9]=[CH:8][N:7]=1)C.[C:21]([O:25][C:26]([N:28]1[CH2:33][CH2:32][CH2:31][CH:30]([NH2:34])[CH2:29]1)=[O:27])([CH3:24])([CH3:23])[CH3:22].C1(C)C=CC=CC=1>O>[C:21]([O:25][C:26]([N:28]1[CH2:33][CH2:32][CH2:31][CH:30]([NH:34][C:4]([NH:5][C:6]2[CH:11]=[C:10]([C:12]3[CH:17]=[CH:16][CH:15]=[CH:14][C:13]=3[O:18][CH3:19])[N:9]=[CH:8][N:7]=2)=[O:20])[CH2:29]1)=[O:27])([CH3:24])([CH3:22])[CH3:23]. Reported procedure: A mixture of [6-(2-methoxy-phenyl)-pyrimidin-4-yl]-carbamic acid ethyl ester (XL) (0.32 g, 1.1 mmol), 3-amino-piperidine-1-carboxylic acid tert-butyl ester (XLI) (0.23 g, 1.1 mmol) and toluene (4 ml) was subjected to microwave conditions at 120° C. and 100 psi pressure for 10 min. The reaction was monitored by TLC. After completion of the reaction, water was added and the mixture was extracted with ethyl acetate. The organic layer was separated, dried over anhydrous sodium sulfate and concentrat...